Task: describe an organic reaction: reactants, conditions, products, and yield. Dataset: the Open Reaction Database (ORD), a public repository of structured organic reaction records The reactants are Cc1c([N+](=O)[O-])ccc2c1ncn2C(=O)OC(C)(C)C, CO, O=C[O-], [NH4+]. Yields the product Cc1c(N)ccc2c1ncn2C(=O)OC(C)(C)C. As a reaction SMILES: [C:1]([CH3:2])([CH3:3])([CH3:4])[O:5][C:6](=[O:7])[n:8]1[cH:9][n:10][c:11]2[c:12]1[cH:13][cH:14][c:15]([N+:18]([O-:19])=[O:20])[c:16]2[CH3:17].[CH3:25][OH:26].[CH:21]([O-:22])=[O:23].[NH4+:24]>>[C:1]([CH3:2])([CH3:3])([CH3:4])[O:5][C:6](=[O:7])[n:8]1[cH:9][n:10][c:11]2[c:12]1[cH:13][cH:14][c:15]([NH2:18])[c:16]2[CH3:17].